Task: describe an organic reaction: reactants, conditions, products, and yield. Dataset: the Open Reaction Database (ORD), a public repository of structured organic reaction records The reactants are CCOC(=O)c1cc(CC)sc1Br, [Na+], [OH-], O. Yields the product CCc1cc(C(=O)O)c(Br)s1. Reaction SMILES: [CH2:1]([CH3:2])[O:3][C:4](=[O:5])[c:6]1[c:7]([Br:13])[s:8][c:9]([CH2:11][CH3:12])[cH:10]1.[Na+:15].[OH-:14].[OH2:16]>>[O:3]=[C:4]([OH:5])[c:6]1[c:7]([Br:13])[s:8][c:9]([CH2:11][CH3:12])[cH:10]1.